Dataset: the Open Reaction Database (ORD), a public repository of structured organic reaction records. Task: describe an organic reaction: reactants, conditions, products, and yield The reactants are Cl (hydrochloric acid), ClC1=C(C(=O)Cl)C=C(C=C1)S(=O)(=O)N1C[C@H](C[C@H](C1)C)C (2-Chloro-5-(cis-3,5-dimethylpiperidinosulfonyl)benzoyl chloride), NCC(=O)O (glycine), [OH-].[Na+] (sodium hydroxide). The solvent is CC(=O)C (acetone), O (water). Run at time 25 minute. The product is ClC1=C(C(=O)NCC(=O)O)C=C(C=C1)S(=O)(=O)N1C[C@H](C[C@H](C1)C)C (N-[2-chloro-5-(cis-3,5-dimethylpiperidinosulfonyl)benzoyl]glycine). RXN SMILES: [Cl:1][C:2]1[CH:10]=[CH:9][C:8]([S:11]([N:14]2[CH2:19][C@H:18]([CH3:20])[CH2:17][C@H:16]([CH3:21])[CH2:15]2)(=[O:13])=[O:12])=[CH:7][C:3]=1[C:4](Cl)=[O:5].[NH2:22][CH2:23][C:24]([OH:26])=[O:25].[OH-].[Na+].Cl>CC(C)=O.O>[Cl:1][C:2]1[CH:10]=[CH:9][C:8]([S:11]([N:14]2[CH2:19][C@H:18]([CH3:20])[CH2:17][C@H:16]([CH3:21])[CH2:15]2)(=[O:13])=[O:12])=[CH:7][C:3]=1[C:4]([NH:22][CH2:23][C:24]([OH:26])=[O:25])=[O:5] |f:2.3|. Procedure details: 2-Chloro-5-(cis-3,5-dimethylpiperidinosulfonyl)benzoyl chloride (2.4 g.) and glycine (525 mg.) are dissolved in 30 ml. of water, 30 ml. of acetone and 14 ml. of 1 N sodium hydroxide. After stirring at room temperature for about 25 minutes, the reaction mixture is acidified with concentrated hydrochloric acid. The precipitated material is recrystallized from acetone (25 ml.)-hexane (40 ml.) to yield the product, m.p. 189.5°-191.5° C. Starting materials: CCN(CCN1CCSc2ccc(NC(=N)c3cccs3)cc21)C(=O)OC(C)(C)C, CO, Cl. The product is CCNCCN1CCSc2ccc(NC(=N)c3cccs3)cc21. RXN SMILES: [CH2:1]([CH3:2])[N:3]([C:4](=[O:5])[O:6][C:7]([CH3:8])([CH3:9])[CH3:10])[CH2:11][CH2:12][N:13]1[c:14]2[c:15]([cH:19][cH:20][c:21]([NH:23][C:24](=[NH:25])[c:26]3[s:27][cH:28][cH:29][cH:30]3)[cH:22]2)[S:16][CH2:17][CH2:18]1.[CH3:32][OH:33].[ClH:31]>>[CH2:1]([CH3:2])[NH:3][CH2:11][CH2:12][N:13]1[c:14]2[c:15]([cH:19][cH:20][c:21]([NH:23][C:24](=[NH:25])[c:26]3[s:27][cH:28][cH:29][cH:30]3)[cH:22]2)[S:16][CH2:17][CH2:18]1.